Dataset: the Open Reaction Database (ORD), a public repository of structured organic reaction records. Task: describe an organic reaction: reactants, conditions, products, and yield The reactants are CC(C)(C)[Si](C)(C)Cl, COC1(OC)CC(C)c2cnc3ccc(O)cc3c2C1O, CN(C)C=O, c1c[nH]cn1. Product: COC1(OC)CC(C)c2cnc3ccc(O[Si](C)(C)C(C)(C)C)cc3c2C1O. As a reaction SMILES: [C:6]([CH3:7])([CH3:8])([CH3:9])[Si:10]([CH3:11])([CH3:12])[Cl:13].[CH3:14][O:15][C:16]1([O:33][CH3:34])[CH2:17][CH:18]([CH3:32])[c:19]2[cH:20][n:21][c:22]3[cH:23][cH:24][c:25]([OH:31])[cH:26][c:27]3[c:28]2[CH:29]1[OH:30].[CH3:35][N:36]([CH3:37])[CH:38]=[O:39].[nH:1]1[cH:2][cH:3][n:4][cH:5]1>>[C:6]([CH3:7])([CH3:8])([CH3:9])[Si:10]([CH3:11])([CH3:12])[O:31][c:25]1[cH:24][cH:23][c:22]2[n:21][cH:20][c:19]3[c:28]([c:27]2[cH:26]1)[CH:29]([OH:30])[C:16]([O:15][CH3:14])([O:33][CH3:34])[CH2:17][CH:18]3[CH3:32]. The reactants are C(C)OC(=O)C1(CC2=CC=CC=C2C1)NC(C1=C(C(=CC=C1)C#N)C)=O (2-(3-cyano-2-methyl-benzoylamino)-indan-2-carboxylic acid ethyl ester), [OH-].[K+] (KOH), CCO (EtOH). Solvent: O (water). Reaction conditions: temperature 50 celsius, time 30 minute. The product is C(#N)C=1C(=C(C(=O)NC2(CC3=CC=CC=C3C2)C(=O)O)C=CC1)C (2-(3-Cyano-2-methyl-benzoylamino)-indan-2-carboxylic acid). The yield is 94.7%. RXN SMILES: C([O:3][C:4]([C:6]1([NH:15][C:16](=[O:26])[C:17]2[CH:22]=[CH:21][CH:20]=[C:19]([C:23]#[N:24])[C:18]=2[CH3:25])[CH2:14][C:13]2[C:8](=[CH:9][CH:10]=[CH:11][CH:12]=2)[CH2:7]1)=[O:5])C.[OH-].[K+].CCO>O>[C:23]([C:19]1[C:18]([CH3:25])=[C:17]([CH:22]=[CH:21][CH:20]=1)[C:16]([NH:15][C:6]1([C:4]([OH:5])=[O:3])[CH2:14][C:13]2[C:8](=[CH:9][CH:10]=[CH:11][CH:12]=2)[CH2:7]1)=[O:26])#[N:24] |f:1.2|. Procedure: The mixture of 2-(3-cyano-2-methyl-benzoylamino)-indan-2-carboxylic acid ethyl ester (3) (310 mg, 0.89 mmol), KOH (50% aqueous solution, 2 g, 17.8 mmol), EtOH (10 mL) and water (1 mL) are stirred in a 20 mL vial at 50° C. for 30 min. After concentration in vacuo, the residue is dissolved in water (5 mL) and acidified with conc. HCl until no more white precipitate came out of the water. The filtration affords 2-(3-cyano-2-methyl-benzoylamino)-indan-2-carboxylic acid (238) as white solid (270 mg, ... Starting materials: BrC=1C=CC2=C(C(CC(O2)(C)C)=O)C1 (6-bromo-2,2-dimethyl-2,3-dihydro-4H-1-benzopyran-4-one), C(C)[SiH](CC)CC (triethylsilane), [OH-].[Na+] (sodium hydroxide), C(C)[SiH](CC)CC (triethylsilane). The solvent is FC(C(=O)O)(F)F (trifluoroacetic acid). Conditions: time 4 day. Product: BrC=1C=CC2=C(CCC(O2)(C)C)C1 (6-bromo-2,2-dimethyl-3,4-dihydro-2H-1-benzopyran). Isolated yield 150.5%. As a reaction SMILES: [Br:1][C:2]1[CH:3]=[CH:4][C:5]2[O:10][C:9]([CH3:12])([CH3:11])[CH2:8][C:7](=O)[C:6]=2[CH:14]=1.C([SiH](CC)CC)C.[OH-].[Na+]>FC(F)(F)C(O)=O>[Br:1][C:2]1[CH:3]=[CH:4][C:5]2[O:10][C:9]([CH3:11])([CH3:12])[CH2:8][CH2:7][C:6]=2[CH:14]=1 |f:2.3|. Reported procedure: TO a solution of 6-bromo-2,2-dimethyl-2,3-dihydro-4H-1-benzopyran-4-one (7.57 g) in trifluoroacetic acid (21.4 ml) was added at room temperature triethylsilane (10.4 ml), and the mixture was stirred for 4 days. To the mixture was added triethylsilane (7.1 ml), and the mixture was stirred at 50° C. for 24 hours. To the mixture was added at 0° C. 12N sodium hydroxide solution to make the solution alkaline, and the mixture was extracted with diethylether. The organic layer was washed with saturated... Starting materials: BrC1=NC=CC(=C1)OC (2-bromo-4-methoxypyridine), [N+](=O)([O-])C=1C=C(C=CC1)B(O)O (3-nitrophenylboronic acid), aqueous solution, C([O-])([O-])=O.[Na+].[Na+] (sodium carbonate). The reagents and catalysts are [Pd].C1(=CC=CC=C1)P(C1=CC=CC=C1)C1=CC=CC=C1.C1(=CC=CC=C1)P(C1=CC=CC=C1)C1=CC=CC=C1.C1(=CC=CC=C1)P(C1=CC=CC=C1)C1=CC=CC=C1.C1(=CC=CC=C1)P(C1=CC=CC=C1)C1=CC=CC=C1 (tetrakis(triphenylphosphine)-palladium). Run in COCCOC (1,2-dimethoxyethane), ClCCl (dichloromethane). Run at temperature 90 celsius, time 6 hour. Yields the product COC1=CC(=NC=C1)C=1C=C(C=CC1)[N+](=O)[O-] (3-(4-methoxypyridin-2-yl)-nitrobenzene). The yield is 61.7%. As a reaction SMILES: Br[C:2]1[CH:7]=[C:6]([O:8][CH3:9])[CH:5]=[CH:4][N:3]=1.[N+:10]([C:13]1[CH:14]=[C:15](B(O)O)[CH:16]=[CH:17][CH:18]=1)([O-:12])=[O:11].C(=O)([O-])[O-].[Na+].[Na+]>COCCOC.ClCCl.[Pd].C1(P(C2C=CC=CC=2)C2C=CC=CC=2)C=CC=CC=1.C1(P(C2C=CC=CC=2)C2C=CC=CC=2)C=CC=CC=1.C1(P(C2C=CC=CC=2)C2C=CC=CC=2)C=CC=CC=1.C1(P(C2C=CC=CC=2)C2C=CC=CC=2)C=CC=CC=1>[CH3:9][O:8][C:6]1[CH:5]=[CH:4][N:3]=[C:2]([C:17]2[CH:18]=[C:13]([N+:10]([O-:12])=[O:11])[CH:14]=[CH:15][CH:16]=2)[CH:7]=1 |f:2.3.4,7.8.9.10.11|. Procedure details: To a suspension of 2-bromo-4-methoxypyridine (483 mg), 3-nitrophenylboronic acid (643 mg) and tetrakis(triphenylphosphine)-palladium (148 mg) in 1,2-dimethoxyethane (10 ml) was added 2M aqueous solution of sodium carbonate (2.78 ml). The mixture was stirred at 90° C. for 6 hours under a nitrogen atmosphere, then cooled to room temperature and diluted with dichloromethane. The organic layer was separated, washed with water and brine and dried over sodium sulfate. The solvent was evaporated under ... The reactants are O (Water), C(Br)C1CO1 (Epibromohydrin), FC1=C2C=CNC2=CC=C1 (4-fluoroindole), [H-].[Na+] (sodium hydride). The solvent is CN(C)C=O (DMF). Run at temperature 60 celsius. The product is C(C1CO1)N1C=CC2=C(C=CC=C12)F (1-N-Glycidyl-4-fluoro-indole), oil. Yield: 90.0%. RXN SMILES: [CH2:1]([CH:3]1[O:5][CH2:4]1)Br.[F:6][C:7]1[CH:15]=[CH:14][CH:13]=[C:12]2[C:8]=1[CH:9]=[CH:10][NH:11]2.[H-].[Na+].O>CN(C=O)C>[CH2:1]([N:11]1[C:12]2[C:8](=[C:7]([F:6])[CH:15]=[CH:14][CH:13]=2)[CH:9]=[CH:10]1)[CH:3]1[O:5][CH2:4]1 |f:2.3|. Procedure: Epibromohydrin (0.64 ml, 7.5 mmole) was added to a stirred solution of 4-fluoroindole (1.0 g, 7.4 mmole) and sodium hydride (0.32 g, 8.1 mmole) in anhydrous DMF (20 ml), and the mixture was heated at 60° C. under nitrogen for 15 hours. Water (100 ml) was added and the product extracted into CH2Cl2 (3×25 ml). The combined organics were washed with water (25 ml), brine (25 ml) and dried over anhydrous sodium sulfate. Filtration and concentration in vacuo gave the crude product as a yellow colored ... Reactants: C1(=CC=CC=C1)CCC(=O)Cl.NC1=C2C(=NC=N1)N(N=C2C2=CC(=C(C=C2)NC(CCC2=CC=CC=C2)=O)OC)C2CCN(CC2)C2CCN(CC2)C (N1-{4-[4-Amino-1-[1-(1-methylpiperidin-4-yl)piperidin-4-yl]-1H-pyrazolo[3,4-d]pyrimidin-3-yl]-2-methoxyphenyl}-3-phenylpropanamide 3-Phenylpropanoyl chloride), NC1=C(C=C(C=C1)C1=NN(C2=NC=NC(=C21)N)C2CCN(CC2)C2CCN(CC2)C)OC (3-(4-amino-3-methoxyphenyl)-1-[1-(1-methylpiperidin-4-yl)-piperidin-4-yl]-1H-pyrazolo[3,4-d]pyrimidin-4-amine). The solvent is N1=CC=CC=C1 (pyridine). Reaction conditions: time 5 hour. Yields the product NC1=C2C(=NC=N1)N(N=C2C2=CC(=C(C=C2)NC(CCC2=CC=CC=C2)=O)OC)C2CCN(CC2)C2CCN(CC2)C (N1-{4-[4-amino-1-[1-(1-methylpiperidin-4-yl)piperidin-4-yl]-1H-pyrazolo[3,4-d]pyrimidin-3-yl]-2-methoxyphenyl}-3-phenylpropanamide). Isolated yield 9.2%. As a reaction SMILES: C1(CCC(Cl)=O)C=CC=CC=1.[NH2:12][C:13]1[N:18]=[CH:17][N:16]=[C:15]2[N:19]([CH:41]3[CH2:46][CH2:45][N:44]([CH:47]4[CH2:52][CH2:51][N:50]([CH3:53])[CH2:49][CH2:48]4)[CH2:43][CH2:42]3)[N:20]=[C:21]([C:22]3[CH:27]=[CH:26][C:25]([NH:28][C:29](=[O:38])[CH2:30][CH2:31][C:32]4[CH:37]=[CH:36][CH:35]=[CH:34][CH:33]=4)=[C:24]([O:39][CH3:40])[CH:23]=3)[C:14]=12.NC1C=CC(C2C3C(=NC=NC=3N)N(C3CCN(C4CCN(C)CC4)CC3)N=2)=CC=1OC>N1C=CC=CC=1>[NH2:12][C:13]1[N:18]=[CH:17][N:16]=[C:15]2[N:19]([CH:41]3[CH2:46][CH2:45][N:44]([CH:47]4[CH2:48][CH2:49][N:50]([CH3:53])[CH2:51][CH2:52]4)[CH2:43][CH2:42]3)[N:20]=[C:21]([C:22]3[CH:27]=[CH:26][C:25]([NH:28][C:29](=[O:38])[CH2:30][CH2:31][C:32]4[CH:33]=[CH:34][CH:35]=[CH:36][CH:37]=4)=[C:24]([O:39][CH3:40])[CH:23]=3)[C:14]=12 |f:0.1|. Procedure details: N1-{4-[4-Amino-1-[1-(1-methylpiperidin-4-yl)piperidin-4-yl]-1H-pyrazolo[3,4-d]pyrimidin-3-yl]-2-methoxyphenyl}-3-phenylpropanamide 3-Phenylpropanoyl chloride (77 mg, 0.458 mmol) was added to a solution of 3-(4-amino-3-methoxyphenyl)-1-[1-(1-methylpiperidin-4-yl)-piperidin-4-yl]-1H-pyrazolo[3,4-d]pyrimidin-4-amine (100 mg, 0.229 mmol) in pyridine (1.2 mL). After 5 hours, the solvent was evaporated and the residue was purified by flash column chromatography to give N1-{4-[4-amino-1-[1-(1-methylpip... The reactants are BrC1=CN(C=2N=CN=C(C21)N[C@@H](C)C2=NN1C(C(N2C2=CC=CC=C2)=O)=C(C=C1)C)COCC[Si](C)(C)C ((S)-2-(1-((5-Bromo-7-((2-(trimethylsilyl)ethoxy)methyl)-7H-pyrrolo[2,3-d]pyrimidin-4-yl)amino)ethyl)-5-methyl-3-phenylpyrrolo[2,1-f][1,2,4]triazin-4(3H)-one), CC1=C(C=C(C=C1)NS(=O)(=O)C)B1OC(C(O1)(C)C)(C)C (N-(4-methyl-3-(4,4,5,5-tetramethyl-1,3,2-dioxaborolan-2-yl)phenyl)methanesulfonamide), C([O-])([O-])=O.[Na+].[Na+] (sodium carbonate). The reagents and catalysts are C=1C=CC(=CC1)[P](C=2C=CC=CC2)(C=3C=CC=CC3)[Pd]([P](C=4C=CC=CC4)(C=5C=CC=CC5)C=6C=CC=CC6)([P](C=7C=CC=CC7)(C=8C=CC=CC8)C=9C=CC=CC9)[P](C=1C=CC=CC1)(C=1C=CC=CC1)C=1C=CC=CC1 (tetrakis(triphenylphosphine)palladium(0)). Run at temperature 100 celsius, time 8 hour. The product is CC1=C(C=C(C=C1)NS(=O)(=O)C)C1=CN(C=2N=CN=C(C21)N[C@@H](C)C2=NN1C(C(N2C2=CC=CC=C2)=O)=C(C=C1)C)COCC[Si](C)(C)C ((S)—N-(4-Methyl-3-(4-((1-(5-methyl-4-oxo-3-phenyl-3,4-dihydropyrrolo[2,1-f][1,2,4]triazin-2-yl)ethyl)amino)-7-((2-(trimethylsilyl)ethoxy)methyl)-7H-pyrrolo[2,3-d]pyrimidin-5-yl)phenyl)methanesulfonamide). The yield is 35.8%. RXN SMILES: Br[C:2]1[C:10]2[C:9]([NH:11][C@H:12]([C:14]3[N:19]([C:20]4[CH:25]=[CH:24][CH:23]=[CH:22][CH:21]=4)[C:18](=[O:26])[C:17]4=[C:27]([CH3:30])[CH:28]=[CH:29][N:16]4[N:15]=3)[CH3:13])=[N:8][CH:7]=[N:6][C:5]=2[N:4]([CH2:31][O:32][CH2:33][CH2:34][Si:35]([CH3:38])([CH3:37])[CH3:36])[CH:3]=1.[CH3:39][C:40]1[CH:45]=[CH:44][C:43]([NH:46][S:47]([CH3:50])(=[O:49])=[O:48])=[CH:42][C:41]=1B1OC(C)(C)C(C)(C)O1.C(=O)([O-])[O-].[Na+].[Na+]>C1C=CC([P]([Pd]([P](C2C=CC=CC=2)(C2C=CC=CC=2)C2C=CC=CC=2)([P](C2C=CC=CC=2)(C2C=CC=CC=2)C2C=CC=CC=2)[P](C2C=CC=CC=2)(C2C=CC=CC=2)C2C=CC=CC=2)(C2C=CC=CC=2)C2C=CC=CC=2)=CC=1>[CH3:39][C:40]1[CH:41]=[CH:42][C:43]([NH:46][S:47]([CH3:50])(=[O:49])=[O:48])=[CH:44][C:45]=1[C:2]1[C:10]2[C:9]([NH:11][C@H:12]([C:14]3[N:19]([C:20]4[CH:25]=[CH:24][CH:23]=[CH:22][CH:21]=4)[C:18](=[O:26])[C:17]4=[C:27]([CH3:30])[CH:28]=[CH:29][N:16]4[N:15]=3)[CH3:13])=[N:8][CH:7]=[N:6][C:5]=2[N:4]([CH2:31][O:32][CH2:33][CH2:34][Si:35]([CH3:38])([CH3:37])[CH3:36])[CH:3]=1 |f:2.3.4,^1:69,71,90,109|. Procedure: (S)-2-(1-((5-Bromo-7-((2-(trimethylsilyl)ethoxy)methyl)-7H-pyrrolo[2,3-d]pyrimidin-4-yl)amino)ethyl)-5-methyl-3-phenylpyrrolo[2,1-f][1,2,4]triazin-4(3H)-one (120 mg, 0.2 mmol) was treated with N-(4-methyl-3-(4,4,5,5-tetramethyl-1,3,2-dioxaborolan-2-yl)phenyl)methanesulfonamide (100 mg, 0.32 mmol), tetrakis(triphenylphosphine)palladium(0) (30 mg, 0.03 mmol), aqueous solution 2M of sodium carbonate (200 μl, 0.4 mmol) and 5 ml N,N-dimethylformide as a solvent according to the method described in Pr... Reactants: C=O, C1COCCO1, CCO, Cc1[nH]cnc1C(=O)O, Cl, [Na]. Yields the product Cc1[nH]cnc1CO, Cl. RXN SMILES: [CH2:11]=[O:12].[CH2:13]1[O:14][CH2:15][CH2:16][O:17][CH2:18]1.[CH3:20][CH2:21][OH:22].[CH3:2][c:3]1[c:4]([C:8](=[O:9])[OH:10])[n:5][cH:6][nH:7]1.[ClH:19].[Na:1]>>[CH3:2][c:3]1[c:4]([CH2:8][OH:9])[n:5][cH:6][nH:7]1.[ClH:19]. The reactants are COC=1C=C(C=CC1OC)CCC(=O)N (3-(3,4-dimethoxy-phenyl)-propanamide), P12(=S)SP3(=S)SP(=S)(S1)SP(=S)(S2)S3 (P2S5). Run in C1CCOC1 (THF). Yields the product COC=1C=C(C=CC1OC)CCC(=S)N (3-(3,4-dimethoxy-phenyl)-thiopropanamide). Yield: 68.1%. Reaction SMILES: [CH3:1][O:2][C:3]1[CH:4]=[C:5]([CH2:11][CH2:12][C:13]([NH2:15])=O)[CH:6]=[CH:7][C:8]=1[O:9][CH3:10].P12(SP3(SP(SP(S3)(S1)=S)(=S)S2)=S)=[S:17]>C1COCC1>[CH3:1][O:2][C:3]1[CH:4]=[C:5]([CH2:11][CH2:12][C:13]([NH2:15])=[S:17])[CH:6]=[CH:7][C:8]=1[O:9][CH3:10]. Procedure details: To a 25 ml eggplant-shaped bottle were added 0.15 g (0.717 mmol) 3-(3,4-dimethoxy-phenyl)-propanamide prepared in step 2, 0.16 g (0.717 mmol) P2S5 and 10 ml THF. A reflux condensing tube carrying a calcium chloride drying tube was mounted. The mixture was refluxed for 1 hour under magnetic agitation, concentrated under a reduced pressure, partitioned between ethyl acetate and saturated NaHCO3 solution each of 15 ml. The aqueous layer was extracted with ethyl acetate twice ×10 ml. The organic pha...